Dataset: the Open Reaction Database (ORD), a public repository of structured organic reaction records. Task: describe an organic reaction: reactants, conditions, products, and yield Reactants: C(C)(C)[C@@H]1OC(C2=CC=CC=C12)O ((3S)-3-isopropyl-1,3-dihydro-isobenzofuran-1-ol), C(C(C)C)[Mg]Cl (isobutyl magnesium chloride), C(C(C)C)Cl (isobutyl chloride), [Mg] (magnesium). Solvent: C1CCOC1 (THF), C1CCOC1 (THF). The product is O[C@@H](C(C)C)C1=C(C=CC=C1)[C@H](CC(C)C)O ((S)-1-(2-((S)-1-hydroxy-2-methylpropyl)phenyl)-3-methylbutan-1-ol). RXN SMILES: [CH:1]([C@H:4]1[C:12]2[C:7](=[CH:8][CH:9]=[CH:10][CH:11]=2)[CH:6]([OH:13])[O:5]1)([CH3:3])[CH3:2].[CH2:14]([Mg]Cl)[CH:15]([CH3:17])[CH3:16].C(Cl)C(C)C.[Mg]>C1COCC1>[OH:5][C@H:4]([C:12]1[CH:11]=[CH:10][CH:9]=[CH:8][C:7]=1[C@@H:6]([OH:13])[CH2:14][CH:15]([CH3:17])[CH3:16])[CH:1]([CH3:3])[CH3:2]. Reported procedure: To a solution of (3S)-3-isopropyl-1,3-dihydro-isobenzofuran-1-ol (14.11 g, 0.129 mol) in THF (250 ml) was added at reflux temperature through a Teflon tube, which ended under the surface in the reaction mixture, a solution of isobutyl magnesium chloride (freshly prepared from 0.387 mol isobutyl chloride and 0.58 mol magnesium in 250 ml of THF) slowly within 20 minutes under efficient stirring. The mixture was then quenched with a solution of ammonium chloride (10%). The organic layer was separat... Starting materials: Cc1cc(Cl)c2[nH]nc(-c3ccccc3)c2n1, NCCO, Cc1ccccc1C. The product is Cc1cc(NCCO)c2[nH]nc(-c3ccccc3)c2n1. As a reaction SMILES: [Cl:1][c:2]1[c:3]2[c:4]([n:5][c:6]([CH3:8])[cH:7]1)[c:9](-[c:12]1[cH:13][cH:14][cH:15][cH:16][cH:17]1)[n:10][nH:11]2.[NH2:18][CH2:19][CH2:20][OH:21].[c:22]1([CH3:23])[c:24]([CH3:25])[cH:26][cH:27][cH:28][cH:29]1>>[c:2]1([NH:18][CH2:19][CH2:20][OH:21])[c:3]2[c:4]([n:5][c:6]([CH3:8])[cH:7]1)[c:9](-[c:12]1[cH:13][cH:14][cH:15][cH:16][cH:17]1)[n:10][nH:11]2. As a reaction SMILES: Br[C:2]1[CH:3]=[C:4]2[C:9](=[CH:10][CH:11]=1)[CH:8]=[C:7]([C:12]([C:17]1[N:18]=[CH:19][N:20](C(C3C=CC=CC=3)(C3C=CC=CC=3)C3C=CC=CC=3)[CH:21]=1)([OH:16])[CH:13]([CH3:15])[CH3:14])[CH:6]=[CH:5]2.[CH3:41][CH:42]([CH3:51])[C:43](N1CCOCC1)=[O:44]>>[OH:16][C:12]([C:7]1[CH:6]=[C:5]2[C:10](=[CH:9][CH:8]=1)[CH:11]=[C:2]([C:43](=[O:44])[CH:42]([CH3:51])[CH3:41])[CH:3]=[CH:4]2)([C:17]1[N:18]=[CH:19][NH:20][CH:21]=1)[CH:13]([CH3:14])[CH3:15]. Starting materials: BrC=1C=C2C=CC(=CC2=CC1)C(C(C)C)(O)C=1N=CN(C1)C(C1=CC=CC=C1)(C1=CC=CC=C1)C1=CC=CC=C1 (1-(6-bromonaphthalen-2-yl)-2-methyl-1-(1-trityl-1H-imidazol-4-yl)-1-propanol), CC(C(=O)N1CCOCC1)C (2-methyl-1-(4-morpholinyl)-1-propanone). Yields the product OC(C(C)C)(C=1N=CNC1)C=1C=C2C=CC(=CC2=CC1)C(C(C)C)=O (1-{6-[1-Hydroxy-1-(1H-imidazol-4-yl)-2-methylpropyl]naphthalen-2-yl}-2-methyl-1-propanone). Procedure: In a similar manner to that described in Example 57-(i), the reaction of 1-(6-bromonaphthalen-2-yl)-2-methyl-1-(1-trityl-1H-imidazol-4-yl)-1-propanol (2.0 g) with 2-methyl-1-(4-morpholinyl)-1-propanone (688 mg) was carried out to give the titled compound (966 mg) as a colorless powder. Yield: 84.4%. Reactants: NC1=C2C(=NC=N1)N(N=C2C=2C=NC=C(C2)O[Si](C)(C)C(C)(C)C)C(C)C=2OC(C1=CC=CC=C1C2C2=CC=CC=C2)=O (3-(1-(4-amino-3-(5-((tert-butyldimethylsilyl)oxy)pyridin-3-yl)-1H-pyrazolo[3,4-d]pyrimidin-1-yl)ethyl)-4-phenyl-1H-isochromen-1-one), Cl (HCl). Solvent: CCO (EtOH). Run at time 5 hour. Product: Cl.NC1=C2C(=NC=N1)N(N=C2C=2C=NC=C(C2)O)C(C)C=2OC(C1=CC=CC=C1C2C2=CC=CC=C2)=O (3-(1-(4-amino-3-(5-hydroxypyridin-3-yl)-1H-pyrazolo[3,4-d]pyrimidin-1-yl)ethyl)-4-phenyl-1H-isochromen-1-one hydrochloride). Isolated yield 97.0%. As a reaction SMILES: [NH2:1][C:2]1[N:7]=[CH:6][N:5]=[C:4]2[N:8]([CH:25]([C:27]3[O:28][C:29](=[O:43])[C:30]4[C:35]([C:36]=3[C:37]3[CH:42]=[CH:41][CH:40]=[CH:39][CH:38]=3)=[CH:34][CH:33]=[CH:32][CH:31]=4)[CH3:26])[N:9]=[C:10]([C:11]3[CH:12]=[N:13][CH:14]=[C:15]([O:17][Si](C(C)(C)C)(C)C)[CH:16]=3)[C:3]=12.[ClH:44]>CCO>[ClH:44].[NH2:1][C:2]1[N:7]=[CH:6][N:5]=[C:4]2[N:8]([CH:25]([C:27]3[O:28][C:29](=[O:43])[C:30]4[C:35]([C:36]=3[C:37]3[CH:42]=[CH:41][CH:40]=[CH:39][CH:38]=3)=[CH:34][CH:33]=[CH:32][CH:31]=4)[CH3:26])[N:9]=[C:10]([C:11]3[CH:12]=[N:13][CH:14]=[C:15]([OH:17])[CH:16]=3)[C:3]=12 |f:3.4|. Procedure details: 3-(1-(4-amino-3-(5-((tert-butyldimethylsilyl)oxy)pyridin-3-yl)-1H-pyrazolo[3,4-d]pyrimidin-1-yl)ethyl)-4-phenyl-1H-isochromen-1-one single enantiomer (intermediate S.2, first eluted enantiomer under the conditions described above, 0.070 g, 0.118 mmol) was dissolved in a solution of 1M HCl in EtOH (0.38 mL) and the mixture was stirred at RT for 5 h. The volatiles were removed under reduced pressure and the residue was purified by flash chromatography on silica gel cartridge (DCM to DCM:MeOH=95:5)... The reactants are N1(CCOCC1)CCN(C1=NOC2=C1C=CC(=C2)O)C (3-[[2-(4-morpholinyl)ethyl]methylamino]-1,2-benzisoxazol-6-ol), CC(C)N=C=O (1-methylethylisocyanate), CO.C(Cl)Cl (MeOH DCM). Reagents/catalysts: [Cu]Cl (copper(I)chloride). Run in CCOC(=O)C (EtOAc). Yields the product CCNC(OC1=CC2=C(C(=NO2)N(C)CCN2CCOCC2)C=C1)=O (3-[[2-(4-Morpholinyl)ethyl]methylamino]-1,2-benzisoxazol-6yl 1-methylmethylcarbamate). Isolated yield 43.4%. As a reaction SMILES: [N:1]1([CH2:7][CH2:8][N:9]([CH3:20])[C:10]2[C:14]3[CH:15]=[CH:16][C:17]([OH:19])=[CH:18][C:13]=3[O:12][N:11]=2)[CH2:6][CH2:5][O:4][CH2:3][CH2:2]1.[CH3:21][CH:22]([N:24]=[C:25]=[O:26])C.CO.C(Cl)Cl>CCOC(C)=O.[Cu]Cl>[CH3:21][CH2:22][NH:24][C:25](=[O:26])[O:19][C:17]1[CH:16]=[CH:15][C:14]2[C:10]([N:9]([CH2:8][CH2:7][N:1]3[CH2:6][CH2:5][O:4][CH2:3][CH2:2]3)[CH3:20])=[N:11][O:12][C:13]=2[CH:18]=1 |f:2.3|. Procedure: To a stirred solution of 3-[[2-(4-morpholinyl)ethyl]methylamino]-1,2-benzisoxazol-6-ol (2.2 g) and copper(I)chloride (0.1 g) in EtOAc (50 ml) was added 1-methylethylisocyanate (0.8 g). After 24 hours TLC (silica gel, 10% MeOH/DCM) showed no starting material. The reaction was filtered through neutral alumina eluting with EtOAc (3 l) and the filtrate was concentrated in vacuo. The white solid was flash chromatographed on silica gel eluting with 1% MeOH/DCM to yield 1.2 g of the product, m.p. 99°-... Reactants: IC=1C=NN(C1C(=O)O)C (4-Iodo-1-methyl-1H-pyrazole-5-carboxylic acid), CCO (EtOH), C(C(=O)Cl)(=O)Cl (oxalyl chloride). The reagents and catalysts are CN(C)C=O (DMF). Solvent: C(Cl)Cl (DCM). Conditions: time 3 hour. Product: IC=1C=NN(C1C(=O)OCC)C (ethyl 4-iodo-1-methyl-1H-pyrazole-5-carboxylate). The yield is 88.6%. As a reaction SMILES: [I:1][C:2]1[CH:3]=[N:4][N:5]([CH3:10])[C:6]=1[C:7]([OH:9])=[O:8].[C:11](Cl)(=O)[C:12](Cl)=O.CCO>C(Cl)Cl.CN(C=O)C>[I:1][C:2]1[CH:3]=[N:4][N:5]([CH3:10])[C:6]=1[C:7]([O:9][CH2:11][CH3:12])=[O:8]. Procedure: 4-Iodo-1-methyl-1H-pyrazole-5-carboxylic acid (301.68 g, 1.2 moles) was slurried in 1.2 L of DCM and DMF (2.3 g, 31 mmol) followed by addition of oxalyl chloride (115 mL, 1.3 moles) over 37 minutes and then stirred at room temperature for 3 h. To the resulting solution was added EtOH (750 mL, 12.9 mol) over 5 min followed by stirring at room temperature for 2 h. The crude product solution was concentrated to dryness in vacuo and then reconstituted in 1.2 L of warm heptane followed by filtration.... Reactants: C1CCOC1, CO, COC(=O)c1cn2nc[nH]c(=O)c2c1C, [Li+], [OH-], O. Product: Cc1c(C(=O)O)cn2nc[nH]c(=O)c12. RXN SMILES: [CH2:19]1[O:20][CH2:21][CH2:22][CH2:23]1.[CH3:24][OH:25].[CH3:3][O:4][C:5](=[O:6])[c:7]1[c:8]([CH3:17])[c:9]2[c:10](=[O:16])[nH:11][cH:12][n:13][n:14]2[cH:15]1.[Li+:2].[OH-:1].[OH2:18]>>[O:4]=[C:5]([OH:6])[c:7]1[c:8]([CH3:17])[c:9]2[c:10](=[O:16])[nH:11][cH:12][n:13][n:14]2[cH:15]1. Reactants: C1(=CC=CC=C1)C1(CCC(CC1)=O)N1CCCCC1 (4-phenyl-4-piperidinocyclohexanone), [BH4-].[Na+] (sodium borohydride). Run in CO (methanol). Run at time 2 hour. The product is C1(=CC=CC=C1)C1(CCC(CC1)O)N1CCCCC1 (4-phenyl-4-piperidinocyclohexanol). Yield: 85.0%. Reaction SMILES: [C:1]1([C:7]2([N:14]3[CH2:19][CH2:18][CH2:17][CH2:16][CH2:15]3)[CH2:12][CH2:11][C:10](=[O:13])[CH2:9][CH2:8]2)[CH:6]=[CH:5][CH:4]=[CH:3][CH:2]=1.[BH4-].[Na+]>CO>[C:1]1([C:7]2([N:14]3[CH2:19][CH2:18][CH2:17][CH2:16][CH2:15]3)[CH2:8][CH2:9][CH:10]([OH:13])[CH2:11][CH2:12]2)[CH:2]=[CH:3][CH:4]=[CH:5][CH:6]=1 |f:1.2|. Reported procedure: The cyclohexanone derivative of Example 3 (1 g; 3.9 mmole) was dissolved in 50 ml of methanol inside a three-necked round bottom flask equipped with a condenser. 0.5 g of sodium borohydride was added portionwise to this solution. After addition, the mixture was stirred at room temperature for 2 hours. The methanol was removed under reduced pressure to give a solid residue. The solid residue was extracted with ethyl acetate. The ethyl acetate extracts were combined and washed once with water and ... RXN SMILES: [Cl:1][C:2]1[CH:7]=[CH:6][C:5]([CH:8]([CH:12]([CH3:14])[CH3:13])[C:9]([NH2:11])=[O:10])=[CH:4][CH:3]=1.[O:15]([C:22]1[CH:23]=[C:24]([CH:27]=[CH:28][CH:29]=1)[CH2:25]Br)[C:16]1[CH:21]=[CH:20][CH:19]=[CH:18][CH:17]=1.ClCCl>CCOCC.F[B-](F)(F)F.[Ag+]>[Cl:1][C:2]1[CH:3]=[CH:4][C:5]([CH:8]([CH:12]([CH3:14])[CH3:13])[C:9](=[NH:11])[O:10][CH2:25][C:24]2[CH:27]=[CH:28][CH:29]=[C:22]([O:15][C:16]3[CH:21]=[CH:20][CH:19]=[CH:18][CH:17]=3)[CH:23]=2)=[CH:6][CH:7]=1 |f:4.5|. Run in CCOCC (ether), C(C)OCC (ethyl ether). The product is ClC1=CC=C(C=C1)C(C(OCC1=CC(=CC=C1)OC1=CC=CC=C1)=N)C(C)C (3-phenoxybenzyl 2-(4-chlorophenyl)-3-methylbutanimidate). Reactants: ClC1=CC=C(C=C1)C(C(=O)N)C(C)C (2-(4-chlorophenyl)-3-methylbutyramide), O(C1=CC=CC=C1)C=1C=C(CBr)C=CC1 (3-phenoxybenzyl bromide), ClCCl (dichloromethane). Procedure details: To a refluxing solution of 2.72 g (12.9 mmol) of 2-(4-chlorophenyl)-3-methylbutyramide and 2.27 g (8.6 mmol) of 3-phenoxybenzyl bromide in a solution of 15 ml dichloromethane and 3 ml ethyl ether is added a solution of 1.83 g (9.5 mmol) of silver tetrafluoroborate in ether. The mixture is refluxed for 2 hours and then separated by pouring into ice cold aqueous ethyl acetate/sodium bicarbonate. The organic phase is washed with water, dried and stripped of solvent. The residue is triturated with e... The reagents and catalysts are F[B-](F)(F)F.[Ag+] (silver tetrafluoroborate). Starting materials: BrC(C)Br (dibromoethane), C(CCC)[Li] (butyl-lithium), CC=1CC2=C(C=CC=C2C1)C1=CC=CC=C1 (2-Methyl-7-phenylindene). Run in C1(=CC=CC=C1)C (toluene), C1CCOC1 (THF). Run at temperature 60 celsius, time 2 hour. Product: CC=1C(C2=CC=CC(=C2C1)C1=CC=CC=C1)CCC1C(=CC2=C(C=CC=C12)C1=CC=CC=C1)C (1,2-Bis(2-methyl-4-phenylindenyl)ethane). Yield: 5.0%. Reaction SMILES: [CH2:1]([Li])[CH2:2][CH2:3][CH3:4].[CH3:6][C:7]1[CH2:8][C:9]2[C:14]([CH:15]=1)=[CH:13][CH:12]=[CH:11][C:10]=2[C:16]1[CH:21]=[CH:20][CH:19]=[CH:18][CH:17]=1.Br[CH:23](Br)[CH3:24]>C1(C)C=CC=CC=1.C1COCC1>[CH3:4][C:3]1[CH:21]([CH2:23][CH2:24][CH:15]2[C:14]3[C:9](=[C:10]([C:16]4[CH:21]=[CH:20][CH:19]=[CH:18][CH:17]=4)[CH:11]=[CH:12][CH:13]=3)[CH:8]=[C:7]2[CH3:6])[C:20]2[C:1]([CH:2]=1)=[C:16]([C:10]1[CH:11]=[CH:12][CH:13]=[CH:14][CH:9]=1)[CH:17]=[CH:18][CH:19]=2. Procedure: 90 cm3 (0.24 mol) of a 20 % strength solution of butyl-lithium in toluene were added at room temperature under argon to a solution of 50 g (0.24 mol) of 3 in 500 ml of THF. The mixture was stirred at 60° C. for 2 hours, and cooled to -78° C., 22.5 g (0.12 mol) of dibromoethane were added, and the mixture was warmed to room temperature over the course of 18 hours. The reaction mixture was washed with 50 cm3 of H2O, the solvent was removed in vacuo, and the residue was chromatographed on 500 g of ...